This data is from the Open Reaction Database (ORD), a public repository of structured organic reaction records. The task is: describe an organic reaction: reactants, conditions, products, and yield As a reaction SMILES: [H-].[Na+].[C:3]([CH2:5]P(=O)(OCC)OCC)#[N:4].[N:14]1[CH:19]=[CH:18][CH:17]=[CH:16][C:15]=1C=O.O.O1CCC[CH2:24]1>>[N:14]1[CH:15]=[CH:16][C:17]([CH:24]=[CH:5][C:3]#[N:4])=[CH:18][CH:19]=1 |f:0.1|. Reported procedure: Sodium hydride (ca. 60%, 1.0 g, 28.1 mmol) was dissolved in tetrahydrofuran (10 ml), and a solution of diethyl cyanomethylphosphonate (4.7 g, 26.8 mmol) in tetrahydrofuran (5 ml) was added under ice cooling condition. The mixture was stirred for 1 hr. Successively, a solution of 2-pyridinecarbaldehyde (2.7 g, 25.0 mmol) in tetrahydrofuran (5 ml) was added to the mixture, and the mixture was stirred at 0° C. to room temperature for 3 hrs. The reaction mixture was combined with water under ice coo... Product: N1=CC=C(C=C1)C=CC#N (3-(4-Pyridyl)acrylonitrile). Reaction conditions: time 1 hour. Starting materials: C(#N)CP(OCC)(OCC)=O (diethyl cyanomethylphosphonate), O1CCCC1 (tetrahydrofuran), N1=C(C=CC=C1)C=O (2-pyridinecarbaldehyde), O1CCCC1 (tetrahydrofuran), O (water), [H-].[Na+] (Sodium hydride), O1CCCC1 (tetrahydrofuran). Starting materials: CCOC(=O)C(NCCCNC(=O)C(NC(=O)OCc1ccccc1)C(O)C(C)C)C(O)C1OC(n2ccc(=O)[nH]c2=O)C(OC(C)=O)C1OC(C)=O, CO. The product is CCOC(=O)C(NCCCNC(=O)C(N)C(O)C(C)C)C(O)C1OC(n2ccc(=O)[nH]c2=O)C(OC(C)=O)C1OC(C)=O. Reaction SMILES: [C:1]([CH3:2])(=[O:3])[O:4][CH:5]1[CH:6]([CH:22]([CH:23]([NH:24][CH2:25][CH2:26][CH2:27][NH:28][C:29]([CH:30]([NH:31][C:32](=[O:33])[O:34][CH2:35][c:36]2[cH:37][cH:38][cH:39][cH:40][cH:41]2)[CH:42]([CH:43]([CH3:44])[CH3:45])[OH:46])=[O:47])[C:48](=[O:49])[O:50][CH2:51][CH3:52])[OH:53])[O:7][CH:8]([n:14]2[c:15](=[O:21])[nH:16][c:17](=[O:20])[cH:18][cH:19]2)[CH:9]1[O:10][C:11]([CH3:12])=[O:13].[CH3:54][OH:55]>>[C:1]([CH3:2])(=[O:3])[O:4][CH:5]1[CH:6]([CH:22]([CH:23]([NH:24][CH2:25][CH2:26][CH2:27][NH:28][C:29]([CH:30]([NH2:31])[CH:42]([CH:43]([CH3:44])[CH3:45])[OH:46])=[O:47])[C:48](=[O:49])[O:50][CH2:51][CH3:52])[OH:53])[O:7][CH:8]([n:14]2[c:15](=[O:21])[nH:16][c:17](=[O:20])[cH:18][cH:19]2)[CH:9]1[O:10][C:11]([CH3:12])=[O:13]. Reactants: FC1=C(C=CC(=C1CO)F)NS(=O)(=O)C=1SC=CC1 (thiophene-2-sulfonic acid (2,4-difluoro-3-hydroxymethyl-phenyl)-amide), CC(=O)OI1(C=2C=CC=CC2C(=O)O1)(OC(=O)C)OC(=O)C (Dess-Martin periodinane), O (water). The solvent is O1CCCC1 (tetrahydrofuran). Run at time 10 minute. Product: FC1=C(C=CC(=C1C=O)F)NS(=O)(=O)C=1SC=CC1 (thiophene-2-sulfonic acid (2,4-difluoro-3-formyl-phenyl)-amide). As a reaction SMILES: [F:1][C:2]1[C:7]([CH2:8][OH:9])=[C:6]([F:10])[CH:5]=[CH:4][C:3]=1[NH:11][S:12]([C:15]1[S:16][CH:17]=[CH:18][CH:19]=1)(=[O:14])=[O:13].CC(OI1(OC(C)=O)(OC(C)=O)OC(=O)C2C=CC=CC1=2)=O.O>O1CCCC1>[F:1][C:2]1[C:7]([CH:8]=[O:9])=[C:6]([F:10])[CH:5]=[CH:4][C:3]=1[NH:11][S:12]([C:15]1[S:16][CH:17]=[CH:18][CH:19]=1)(=[O:14])=[O:13]. Procedure: To thiophene-2-sulfonic acid (2,4-difluoro-3-hydroxymethyl-phenyl)-amide (511, 0.46 g, 1.52 mmol) in tetrahydrofuran (5.0 mL) was added Dess-Martin periodinane (0.71 g, 1.67 mmol). The reaction was stirred at room temperature for 10 minutes, then poured into water and extracted with ethyl acetate. The organic layer was dried over anhydrous sodium sulfate, and filtered. The filtrate was concentrated and purified by silica gel column chromatography eluting with 20% ethyl acetate in hexane to give ...